From a dataset of the Open Reaction Database (ORD), a public repository of structured organic reaction records. describe an organic reaction: reactants, conditions, products, and yield The reactants are O=C1OCC2(N1CCN(C2)C(=O)OC(C)(C)C)CC2=CC=CC=C2 (1,1-dimethylethyl tetrahydro-3-oxo-8a-(phenylmethyl)-3H-oxazolo[3,4-a]pyrazine-7(1H)-carboxylate), FC(C(=O)O)(F)F (trifluoroacetic acid). Solvent: ClCCl (dichloromethane). Run at time 2 hour. Product: C1(=CC=CC=C1)CC12N(CCNC1)C(OC2)=O (Hexahydro-8a-(phenylmethyl)-3H-oxazolo[3,4-a]pyrazin-3-one). Isolated yield 87.1%. As a reaction SMILES: [O:1]=[C:2]1[N:6]2[CH2:7][CH2:8][N:9](C(OC(C)(C)C)=O)[CH2:10][C:5]2([CH2:18][C:19]2[CH:24]=[CH:23][CH:22]=[CH:21][CH:20]=2)[CH2:4][O:3]1.FC(F)(F)C(O)=O>ClCCl>[C:19]1([CH2:18][C:5]23[CH2:4][O:3][C:2](=[O:1])[N:6]2[CH2:7][CH2:8][NH:9][CH2:10]3)[CH:20]=[CH:21][CH:22]=[CH:23][CH:24]=1. Procedure: To 1,1-dimethylethyl tetrahydro-3-oxo-8a-(phenylmethyl)-3H-oxazolo[3,4-a]pyrazine-7(1H)-carboxylate (2.8 g, 8.6 mmol) were added dichloromethane (40 mL) and trifluoroacetic acid (9.7 g, 86 mmol), and the mixture was stirred at room temperature for 2 hours. The reaction solution was concentrated under reduced pressure, and ethyl acetate was added to the residue. The resulting mixture was washed with a 0.5 M aqueous sodium hydrogen carbonate solution, dried over anhydrous magnesium sulfate and con... The reactants are C([O-])([O-])=O.[K+].[K+] (potassium carbonate), BrC1=CC(=C(C=C1)O)F (4-bromo-2-fluorophenol), [Cl-].P(=O)(OCC)(SCCC)[O-] (O-ethyl S-n-propyl thiophosphate-chloride). Solvent: C(C)#N (acetonitrile). Conditions: time 24 hour. Product: P(=O)(OCC)(SCCC)OC1=C(C=C(C=C1)Br)F (O-ethyl S-n-propyl O-(4-bromo-2-fluorophenyl) thiophosphate). Isolated yield 61.2%. As a reaction SMILES: C(=O)([O-])[O-].[K+].[K+].[Br:7][C:8]1[CH:13]=[CH:12][C:11]([OH:14])=[C:10]([F:15])[CH:9]=1.[Cl-].[P:17]([O-])([S:22][CH2:23][CH2:24][CH3:25])([O:19][CH2:20][CH3:21])=[O:18]>C(#N)C>[P:17]([O:14][C:11]1[CH:12]=[CH:13][C:8]([Br:7])=[CH:9][C:10]=1[F:15])([S:22][CH2:23][CH2:24][CH3:25])([O:19][CH2:20][CH3:21])=[O:18] |f:0.1.2,4.5|. Procedure: 5.5 g of potassium carbonate are added to 7.5 g of the resulting 4-bromo-2-fluorophenol in 100 ml of acetonitrile and the mixture is refluxed for one hour, with stirring. 7.5 g of O-ethyl S-n-propyl thiophosphate-chloride are then added dropwise at 50° C. and the mixture is stirred at this temperature for 3 hours and then at room temperature for 24 hours. The solvent is removed on a rotary evaporator, 400 ml of toluene and 100 ml of water are added, the phases are separated, the organic phase is...